describe an organic reaction: reactants, conditions, products, and yield From a dataset of the Open Reaction Database (ORD), a public repository of structured organic reaction records. Starting materials: ClC=1C=C(CN)C=CC1Cl (3,4-dichlorobenzylamine), ClC=1N=C(C2=C(N1)SC(=C2)CC)Cl (2,4-dichloro-6-ethyl-thieno-[2,3-d]-pyrimidine). The product is ClC=1N=C(C2=C(N1)SC(=C2)CC)NCC2=CC(=C(C=C2)Cl)Cl (2-chloro-6-ethyl-4-(3,4-dichlorobenzylamino)-thieno-[2,3-d]-pyrimidine). Reaction SMILES: [Cl:1][C:2]1[CH:3]=[C:4]([CH:7]=[CH:8][C:9]=1[Cl:10])[CH2:5][NH2:6].[Cl:11][C:12]1[N:13]=[C:14](Cl)[C:15]2[CH:20]=[C:19]([CH2:21][CH3:22])[S:18][C:16]=2[N:17]=1>>[Cl:11][C:12]1[N:13]=[C:14]([NH:6][CH2:5][C:4]2[CH:7]=[CH:8][C:9]([Cl:10])=[C:2]([Cl:1])[CH:3]=2)[C:15]2[CH:20]=[C:19]([CH2:21][CH3:22])[S:18][C:16]=2[N:17]=1. Reported procedure: Following the procedure of Example 1, the reaction of 3,4-dichlorobenzylamine with 2,4-dichloro-6-ethyl-thieno-[2,3-d]-pyrimidine yields 2-chloro-6-ethyl-4-(3,4-dichlorobenzylamino)-thieno-[2,3-d]-pyrimidine. Reactants: Cl (Hydrochloric acid), [H-].[Na+] (Sodium hydride), C(CS)(=O)OCC (ethyl thioglycolate), FC1=C(C=C(C(=C1)F)[N+](=O)[O-])N1C(N2C(=CCCC2)C1=O)=O (2-(2,4-difluoro-5-nitrophenyl)-5,6-dihydroimidazo [1,5-a] pyridine-1,3[2H, 7H]-dione). Solvent: C(C)(=O)OCC (ethyl acetate), O1CCOCC1 (1,4-dioxane). Yields the product C(C)OC(=O)CSC1=CC(=C(C=C1[N+](=O)[O-])N1C(N2C(=CCCC2)C1=O)=O)F (2-(4-ethoxycarbonylmethylthio-2-fluoro-5-nitrophenyl)-5,6-dihydroimidazo [1,5-a] pyridine-1,3[2H, 7H]-dione). Yield: 29.8%. As a reaction SMILES: [H-].[Na+].[C:3]([O:7][CH2:8][CH3:9])(=[O:6])[CH2:4][SH:5].[F:10][C:11]1[CH:16]=[C:15](F)[C:14]([N+:18]([O-:20])=[O:19])=[CH:13][C:12]=1[N:21]1[C:29](=[O:30])[C:24]2=[CH:25][CH2:26][CH2:27][CH2:28][N:23]2[C:22]1=[O:31].Cl>C(OCC)(=O)C.O1CCOCC1>[CH2:8]([O:7][C:3]([CH2:4][S:5][C:15]1[C:14]([N+:18]([O-:20])=[O:19])=[CH:13][C:12]([N:21]2[C:29](=[O:30])[C:24]3=[CH:25][CH2:26][CH2:27][CH2:28][N:23]3[C:22]2=[O:31])=[C:11]([F:10])[CH:16]=1)=[O:6])[CH3:9] |f:0.1|. Procedure details: Sodium hydride (1.20 g, 0.03 mol) was put in to a flask, to which 1,4-dioxane (100 mL) and ethyl thioglycolate (1.83 mL, 0.017 mol) was added with stirring under cooling in an ice-water bath after replacing the inside of flask throughly with argon gas, and the mixture was stirred for 15 minutes at the ambient temperature. Then, 2-(2,4-difluoro-5-nitrophenyl)-5,6-dihydroimidazo [1,5-a] pyridine-1,3[2H, 7H]-dione (4.7 g, 0.015 mol) was added to the mixture at the same temperature. The reaction mix...